From a dataset of the Open Reaction Database (ORD), a public repository of structured organic reaction records. describe an organic reaction: reactants, conditions, products, and yield Starting materials: C([O-])(O)=O.[Na+] (sodium bicarbonate), C(C)(=O)OCCC(C(CC=C(C)C)O)C (8-acetoxy-2,6-dimethyl-5-hydroxy-2-octene), C(C)OC=C (ethyl vinylether), O.C1(=CC=C(C=C1)S(=O)(=O)O)C (p-toluenesulfonic acid monohydrate). Solvent: CCOCC (ether), CCOCC (ether). Run at time 16 hour. The product is C(C)(=O)OCCC(C(CC=C(C)C)OC(C)OCC)C (8-acetoxy-2,6-dimethyl-5-[(1-ethoxyethoxy)]-2-octene). Reaction SMILES: [C:1]([O:4][CH2:5][CH2:6][CH:7]([CH3:15])[CH:8]([OH:14])[CH2:9][CH:10]=[C:11]([CH3:13])[CH3:12])(=[O:3])[CH3:2].[CH2:16]([O:18][CH:19]=[CH2:20])[CH3:17].O.C1(C)C=CC(S(O)(=O)=O)=CC=1.C(=O)(O)[O-].[Na+]>CCOCC>[C:1]([O:4][CH2:5][CH2:6][CH:7]([CH3:15])[CH:8]([O:14][CH:16]([O:18][CH2:19][CH3:20])[CH3:17])[CH2:9][CH:10]=[C:11]([CH3:13])[CH3:12])(=[O:3])[CH3:2] |f:2.3,4.5|. Procedure: A mixture of 8-acetoxy-2,6-dimethyl-5-hydroxy-2-octene (2.27 g, 10.6 mmole), ethyl vinylether (0.82 g. 11.4 mmole), p-toluenesulfonic acid monohydrate (catalytic amount) and ether (50 ml) is stirred at room temperature for 16 hours. The resulting mixture is treated with ether (150 ml) and washes with 5% sodium bicarbonate solution (2×100 ml). The organic phase is dried (Na2SO4), and evaporated in vacuo to give the crude product. The crude material is further purified by column chromatography on ... Reactants: [BH4-].[Na+] (NaBH4), C(C)(=O)C1(OC(C=C1OC)OC)OC (2-acetyl-2,3,5-trimethoxy-2,5-dihydrofuran), [NH4+].[Cl-] (NH4Cl). The solvent is CO (methanol). Run at temperature 0 celsius. Yields the product OC(C)C1(OC(C=C1OC)OC)OC (2-(1-hydroxyethyl)-2,3,5-trimethoxy-2,5-dihydrofuran). The yield is 92.9%. As a reaction SMILES: [C:1]([C:4]1([O:13][CH3:14])[C:8]([O:9][CH3:10])=[CH:7][CH:6]([O:11][CH3:12])[O:5]1)(=[O:3])[CH3:2].[BH4-].[Na+].[NH4+].[Cl-]>CO>[OH:3][CH:1]([C:4]1([O:13][CH3:14])[C:8]([O:9][CH3:10])=[CH:7][CH:6]([O:11][CH3:12])[O:5]1)[CH3:2] |f:1.2,3.4|. Reported procedure: 2-acetyl-2,3,5-trimethoxy-2,5-dihydrofuran (9.22 g, 0.049 moles) was dissolved in 100 ml of methanol and cooled to 0° C. Solid NaBH4 (4.0 g, 0.105 moles) was added portion-wise over 1 hour, maintaining a temperature below 15° C. The reaction was then allowed to warm to room temperature, and 20 ml of saturated aqueous NH4Cl added. Extraction of the crude product with chloroform and concentration yielded 9.3 g of 2-(1-hydroxyethyl)-2,3,5-trimethoxy-2,5-dihydrofuran (100%) as a clear 0.1, NMR (CDCl... Reactants: C(C)OC=1C(=C(C(=CC1)C=1C(=C(C(=CC1)OCC1CCC(CC1)CCC)F)C=O)C=O)F (4-ethoxy-3,3′-difluoro-4′-((4-propylcyclohexyl)methoxy)-[1,1′-biphenyl]-2,2′-dicarboaldehyde), resultant mixture. Reagents/catalysts: [Zn] (zinc), [Cl-].[Zn+2].[Cl-] (zinc chloride). Run in CN(C)C=O (DMF). Product: C(C)OC1=C(C=2C(C(C3=C(C(=CC=C3C2C=C1)OCC1CCC(CC1)CCC)F)O)O)F (2-ethoxy-1,8-difluoro-7-((4-propylcyclohexyl)methoxy)-9,10-dihydrophenanthrene-9,10-diol). Isolated yield 85.3%. As a reaction SMILES: [CH2:1]([O:3][C:4]1[C:5]([F:32])=[C:6]([CH:30]=[O:31])[C:7]([C:10]2[C:11]([CH:28]=[O:29])=[C:12]([F:27])[C:13]([O:16][CH2:17][CH:18]3[CH2:23][CH2:22][CH:21]([CH2:24][CH2:25][CH3:26])[CH2:20][CH2:19]3)=[CH:14][CH:15]=2)=[CH:8][CH:9]=1)[CH3:2]>[Zn].[Cl-].[Zn+2].[Cl-].CN(C=O)C>[CH2:1]([O:3][C:4]1[CH:9]=[CH:8][C:7]2[C:10]3[C:11](=[C:12]([F:27])[C:13]([O:16][CH2:17][CH:18]4[CH2:19][CH2:20][CH:21]([CH2:24][CH2:25][CH3:26])[CH2:22][CH2:23]4)=[CH:14][CH:15]=3)[CH:28]([OH:29])[CH:30]([OH:31])[C:6]=2[C:5]=1[F:32])[CH3:2] |f:2.3.4|. Reported procedure: Under a nitrogen atmosphere, zinc powder (1.85 g, 28.30 mmol) and zinc chloride (0.64 g, 4.696 mmol) were added to a DMF (50 mL) solution of compound (63) (4.20 g, 9.449 mmol), and the resultant mixture was agitated at 80° C. for 8 hours. The reaction mixture was quenched with 100 mL of 1N hydrochloric acid aqueous solution, and extracted with 50 mL of toluene three times. Combined organic layers were washed with a saturated aqueous solution of sodium hydrogencarbonate, water and saturated brine... The product is C(CC)OC1=CC=C(C=C1)CN1CCC(CC1)C(=O)OCC (ethyl N-(4-propoxyphenylmethyl)piperidin-4-ylcarboxylate). As a reaction SMILES: [NH:1]1[CH2:6][CH2:5][CH:4]([C:7]([O:9][CH2:10][CH3:11])=[O:8])[CH2:3][CH2:2]1.C(N(CC)C(C)C)(C)C.[CH2:21]([O:24][C:25]1[CH:30]=[CH:29][C:28]([CH2:31]Cl)=[CH:27][CH:26]=1)[CH2:22][CH3:23].[Cl-].[NH4+]>CS(C)=O>[CH2:21]([O:24][C:25]1[CH:26]=[CH:27][C:28]([CH2:31][N:1]2[CH2:6][CH2:5][CH:4]([C:7]([O:9][CH2:10][CH3:11])=[O:8])[CH2:3][CH2:2]2)=[CH:29][CH:30]=1)[CH2:22][CH3:23] |f:3.4|. The yield is 90.3%. Run at temperature 40 celsius, time 30 minute. The solvent is CS(=O)C (dimethyl sulfoxide). Reported procedure: To a stirred solution of 47.5 grams (0.30 mole) of ethyl piperidin-4-ylcarboxylate in 70 mL (0.40 mole) of N, N-diisopropylethylamine was added dropwise a solution of 52.5 grams (0.29 mole) of 4-propoxyphenylmethyl chloride in 50 mL of dimethyl sulfoxide. The reaction caused the reaction mixture temperature to rise to about 35° C. Upon completion of the addition the reaction mixture was stirred for 30 minutes, warmed to 40° C., and then allowed to cool to ambient temperature. After this time the... Starting materials: [Cl-].[NH4+] (ammonium chloride), N1CCC(CC1)C(=O)OCC (ethyl piperidin-4-ylcarboxylate), C(C)(C)N(C(C)C)CC (N, N-diisopropylethylamine), C(CC)OC1=CC=C(C=C1)CCl (4-propoxyphenylmethyl chloride). Reactants: [Al+3], [Cl-], [Cl-], [Cl-], [Cl-], [Na+], CCC(=O)c1ccccc1. Yields the product O=C1CCc2ccccc21. As a reaction SMILES: [Al+3:12].[Cl-:11].[Cl-:13].[Cl-:14].[Cl-:15].[Na+:16].[c:1]1([C:7]([CH2:8][CH3:9])=[O:10])[cH:2][cH:3][cH:4][cH:5][cH:6]1>>[c:1]12[cH:2][cH:3][cH:4][cH:5][c:6]1[CH2:9][CH2:8][C:7]2=[O:10].